The task is: describe an organic reaction: reactants, conditions, products, and yield. This data is from the Open Reaction Database (ORD), a public repository of structured organic reaction records. The reactants are C1CCOC1, Cn1ccnc1, [Li]CCCC, CC[Si](Cl)(CC)CC, Cn1cncc1C(=O)c1ccc2c(c1)c(-c1cccc(Cl)c1)cc(=O)n2C. Yields the product Cn1cncc1C(O)(c1ccc2c(c1)c(-c1cccc(Cl)c1)cc(=O)n2C)c1nccn1C. RXN SMILES: [CH2:47]1[O:48][CH2:49][CH2:50][CH2:51]1.[CH3:1][n:2]1[cH:3][cH:4][n:5][cH:6]1.[CH3:7][CH2:8][CH2:9][CH2:10][Li:11].[Cl:12][Si:13]([CH2:14][CH3:15])([CH2:16][CH3:17])[CH2:18][CH3:19].[Cl:20][c:21]1[cH:22][c:23](-[c:27]2[cH:28][c:29](=[O:46])[n:30]([CH3:45])[c:31]3[cH:32][cH:33][c:34]([C:37](=[O:38])[c:39]4[cH:40][n:41][cH:42][n:43]4[CH3:44])[cH:35][c:36]23)[cH:24][cH:25][cH:26]1>>[CH3:1][n:2]1[cH:3][cH:4][n:5][c:6]1[C:37]([c:34]1[cH:33][cH:32][c:31]2[n:30]([CH3:45])[c:29](=[O:46])[cH:28][c:27](-[c:23]3[cH:22][c:21]([Cl:20])[cH:26][cH:25][cH:24]3)[c:36]2[cH:35]1)([OH:38])[c:39]1[cH:40][n:41][cH:42][n:43]1[CH3:44]. The reactants are Cl.N[C@H]1CC[C@H](CC1)NC(=O)C1=C(NC2=C1N=CN=C2C2=C(C=C(C(=C2)F)OC)OCC2CC2)C (N-(cis-4-aminocyclohexyl)-4-[2-(cyclopropylmethoxy)-5-fluoro-4-methoxyphenyl]-6-methyl-5H-pyrrolo[3,2-d]pyrimidine-7-carboxamide hydrochloride), COCC(=O)Cl (methoxy-acetyl chloride). Product: C1(CC1)COC1=C(C=C(C(=C1)OC)F)C=1C2=C(N=CN1)C(=C(N2)C)C(=O)N[C@@H]2CC[C@@H](CC2)NC(COC)=O (4-[2-(Cyclopropylmethoxy)-5-fluoro-4-methoxyphenyl]-N-{cis-4-[(methoxyacetyl)amino]cyclohexyl}-6-methyl-5H-pyrrolo[3,2-d]pyrimidine-7-carboxamide). Reaction SMILES: Cl.[NH2:2][C@@H:3]1[CH2:8][CH2:7][C@H:6]([NH:9][C:10]([C:12]2[C:16]3[N:17]=[CH:18][N:19]=[C:20]([C:21]4[CH:26]=[C:25]([F:27])[C:24]([O:28][CH3:29])=[CH:23][C:22]=4[O:30][CH2:31][CH:32]4[CH2:34][CH2:33]4)[C:15]=3[NH:14][C:13]=2[CH3:35])=[O:11])[CH2:5][CH2:4]1.[CH3:36][O:37][CH2:38][C:39](Cl)=[O:40]>>[CH:32]1([CH2:31][O:30][C:22]2[CH:23]=[C:24]([O:28][CH3:29])[C:25]([F:27])=[CH:26][C:21]=2[C:20]2[C:15]3[NH:14][C:13]([CH3:35])=[C:12]([C:10]([NH:9][C@H:6]4[CH2:7][CH2:8][C@@H:3]([NH:2][C:39](=[O:40])[CH2:38][O:37][CH3:36])[CH2:4][CH2:5]4)=[O:11])[C:16]=3[N:17]=[CH:18][N:19]=2)[CH2:34][CH2:33]1 |f:0.1|. Procedure details: Starting from N-(cis-4-aminocyclohexyl)-4-[2-(cyclopropylmethoxy)-5-fluoro-4-methoxyphenyl]-6-methyl-5H-pyrrolo[3,2-d]pyrimidine-7-carboxamide hydrochloride (example D.f46) and commercially available methoxy-acetyl chloride the title compound is obtained as colorless solid. Reactants: C(C1=CC=CC=C1)(=O)NC(=S)NC=1C=C2C=CC(=NC2=CC1)N[C@@H]1CCC2=CC=CC=C12 (1-Benzoyl-3-[2-((R)-indan-1-ylamino)-quinolin-6-yl]-thiourea), [OH-].[Na+] (sodium hydroxide). The solvent is O (water), CO (methanol). Product: [C@H]1(CCC2=CC=CC=C12)NC1=NC2=CC=C(C=C2C=C1)NC(=S)N ([2-((R)-Indan-1-ylamino)-quinolin-6-yl]-thiourea). The yield is 58.0%. As a reaction SMILES: C([NH:9][C:10]([NH:12][C:13]1[CH:14]=[C:15]2[C:20](=[CH:21][CH:22]=1)[N:19]=[C:18]([NH:23][C@H:24]1[C:32]3[C:27](=[CH:28][CH:29]=[CH:30][CH:31]=3)[CH2:26][CH2:25]1)[CH:17]=[CH:16]2)=[S:11])(=O)C1C=CC=CC=1.[OH-].[Na+]>CO.O>[C@H:24]1([NH:23][C:18]2[CH:17]=[CH:16][C:15]3[C:20](=[CH:21][CH:22]=[C:13]([NH:12][C:10]([NH2:9])=[S:11])[CH:14]=3)[N:19]=2)[C:32]2[C:27](=[CH:28][CH:29]=[CH:30][CH:31]=2)[CH2:26][CH2:25]1 |f:1.2|. Procedure: 1-Benzoyl-3-[2-((R)-indan-1-ylamino)-quinolin-6-yl]-thiourea (1.5 g, 3.4 mmol) was suspended in 50 mL methanol. 4.1 mL 1N sodium hydroxide solution was added and the reaction mixture was refluxed for 2 h. The reaction mixture was diluted with 80 mL water and extracted with dichloromethane (2×100 mL). The organic phases were pooled, dried with sodium sulfate and evaporated. The residue was recrystallized from dichloromethane and diethylether. The title compound (660 mg, 58%) was obtained as an of... Starting materials: C(C)(=O)OCC (ethyl acetate), C(=O)[C@H](C(C)C)NC(OCC1=CC=CC=C1)=O (benzyl [(1S)-1-formyl-2-methylpropyl]carbamate), ice water, C(C)(C)NC(C)C (diisopropylamine), C(CCC)[Li].CCCCCC (butyllithium hexane). Solvent: C1CCOC1 (THF), C1CCOC1 (THF), C1CCOC1 (THF), C(C)(=O)O (acetic acid). Run at temperature -78 celsius, time 30 minute. The product is C(C1=CC=CC=C1)OC(=O)N[C@H](C(CC(=O)OCC)O)C(C)C (ethyl (4S)-4-{[(benzyloxy)carbonyl]amino}-3-hydroxy-5-methylhexanoate). Isolated yield 67.9%. Reaction SMILES: C(NC(C)C)(C)C.C([Li])CCC.CCCCCC.[C:19]([O:22][CH2:23][CH3:24])(=[O:21])[CH3:20].[CH:25]([C@@H:27]([NH:31][C:32](=[O:41])[O:33][CH2:34][C:35]1[CH:40]=[CH:39][CH:38]=[CH:37][CH:36]=1)[CH:28]([CH3:30])[CH3:29])=[O:26]>C1COCC1.C(O)(=O)C>[CH2:34]([O:33][C:32]([NH:31][C@@H:27]([CH:28]([CH3:30])[CH3:29])[CH:25]([OH:26])[CH2:20][C:19]([O:22][CH2:23][CH3:24])=[O:21])=[O:41])[C:35]1[CH:40]=[CH:39][CH:38]=[CH:37][CH:36]=1 |f:1.2|. Procedure details: Under an argon atmosphere, a solution (315 mL) of diisopropylamine (31.2 g) in dehydrated THF was cooled to −10° C., 1.6 mol/L butyllithium-hexane solution (175.3 mL) was added at −5° C. or below, and the mixture was stirred at the same temperature for 30 min. Then the mixture was cooled to −78° C., and a solution (65 mL) of ethyl acetate (24.7 g) in dehydrated THF was added dropwise at −70° C. or below. After stirring at the same temperature for 1 hr, a solution (70 mL) of benzyl [(1S)-1-formyl... Product: O=C1Nc2ccc(Cl)cc2C(O)(c2ccc(F)cc2)N1CC(F)(F)F. The reactants are C1CCOC1, O=C(c1ccc(F)cc1)c1cc(Cl)ccc1NC(=O)n1ccnc1, NCC(F)(F)F. Reaction SMILES: [CH2:31]1[O:32][CH2:33][CH2:34][CH2:35]1.[Cl:1][c:2]1[cH:3][c:4]([C:16]([c:17]2[cH:18][cH:19][c:20]([F:23])[cH:21][cH:22]2)=[O:24])[c:5]([NH:8][C:9](=[O:10])[n:11]2[cH:12][cH:13][n:14][cH:15]2)[cH:6][cH:7]1.[F:25][C:26]([CH2:27][NH2:28])([F:29])[F:30]>>[Cl:1][c:2]1[cH:3][c:4]2[c:5]([cH:6][cH:7]1)[NH:8][C:9](=[O:10])[N:28]([CH2:27][C:26]([F:25])([F:29])[F:30])[C:16]2([c:17]1[cH:18][cH:19][c:20]([F:23])[cH:21][cH:22]1)[OH:24]. The reactants are O=C(c1ncc[nH]1)c1ncc[nH]1, O=C([O-])CC(=O)OCc1ccc([N+](=O)[O-])cc1, COC(C)(C)C1C(=O)NC1CC(=O)O, [Mg], C1CCOC1. Yields the product COC(C)(C)C1C(=O)NC1CC(=O)CC(=O)OCc1ccc([N+](=O)[O-])cc1. RXN SMILES: [C:15]([c:16]1[nH:17][cH:18][cH:19][n:20]1)([c:21]1[nH:22][cH:23][cH:24][n:25]1)=[O:26].[C:28]([CH2:29][C:30]([O-:31])=[O:32])(=[O:33])[O:34][CH2:35][c:36]1[cH:37][cH:38][c:39]([N+:42](=[O:43])[O-:44])[cH:40][cH:41]1.[CH3:1][O:2][C:3]([CH3:4])([CH3:5])[CH:6]1[CH:7]([CH2:11][C:12](=[O:13])[OH:14])[NH:8][C:9]1=[O:10].[Mg:27].[O:45]1[CH2:46][CH2:47][CH2:48][CH2:49]1>>[CH3:1][O:2][C:3]([CH3:4])([CH3:5])[CH:6]1[CH:7]([CH2:11][C:12](=[O:14])[CH2:29][C:28](=[O:33])[O:34][CH2:35][c:36]2[cH:37][cH:38][c:39]([N+:42](=[O:43])[O-:44])[cH:40][cH:41]2)[NH:8][C:9]1=[O:10].